From a dataset of the Open Reaction Database (ORD), a public repository of structured organic reaction records. describe an organic reaction: reactants, conditions, products, and yield The reactants are C1CCOC1, [KH], C[Si](C)(C)CC(O)(c1ccc2nc(-c3ccc(C4OCCCO4)cc3F)sc2n1)C1CCC1. Product: C=C(c1ccc2nc(-c3ccc(C4OCCCO4)cc3F)sc2n1)C1CCC1. RXN SMILES: [CH2:35]1[O:36][CH2:37][CH2:38][CH2:39]1.[KH:34].[O:1]1[CH:2]([c:7]2[cH:8][c:9]([F:33])[c:10](-[c:13]3[s:14][c:15]4[n:16][c:17]([C:22]([CH2:23][Si:25]([CH3:26])([CH3:27])[CH3:28])([OH:24])[CH:29]5[CH2:30][CH2:31][CH2:32]5)[cH:18][cH:19][c:20]4[n:21]3)[cH:11][cH:12]2)[O:3][CH2:4][CH2:5][CH2:6]1>>[O:1]1[CH:2]([c:7]2[cH:8][c:9]([F:33])[c:10](-[c:13]3[s:14][c:15]4[n:16][c:17]([C:22](=[CH2:23])[CH:29]5[CH2:30][CH2:31][CH2:32]5)[cH:18][cH:19][c:20]4[n:21]3)[cH:11][cH:12]2)[O:3][CH2:4][CH2:5][CH2:6]1. The reactants are O=C1CC(CC1)CC(=O)O (3-oxocyclopentyl acetic acid), C(C(=O)Cl)(=O)Cl (oxalyl chloride), N1=CC=CC=C1 (pyridine), COC=1C=C(N)C=C(C1OC)OC (3,4,5-trimethoxyaniline). Run in ClCCl (dichloromethane). Reaction conditions: temperature 2.5 celsius, time 30 minute. Yields the product COC=1C=C(C=C(C1OC)OC)NC(CC1CC(CC1)=O)=O (N-(3,4,5-Trimethoxyphenyl)-2-(3-oxocyclopentyl)acetamide). Isolated yield 129.1%. RXN SMILES: [O:1]=[C:2]1[CH2:6][CH2:5][CH:4]([CH2:7][C:8]([OH:10])=O)[CH2:3]1.C(Cl)(=O)C(Cl)=O.[CH3:17][O:18][C:19]1[CH:20]=[C:21]([CH:23]=[C:24]([O:28][CH3:29])[C:25]=1[O:26][CH3:27])[NH2:22].N1C=CC=CC=1>ClCCl>[CH3:29][O:28][C:24]1[CH:23]=[C:21]([NH:22][C:8](=[O:10])[CH2:7][CH:4]2[CH2:5][CH2:6][C:2](=[O:1])[CH2:3]2)[CH:20]=[C:19]([O:18][CH3:17])[C:25]=1[O:26][CH3:27]. Procedure: To a solution of 1.0 g (7 mmol) of 3-oxocyclopentyl acetic acid in dichloromethane (18 mL) and DMP (1 mL), was added 0.68 mL (7.7 mmol) oxalyl chloride. After 30 min, the solvent was removed in vacuo. The residue was dissolved in dichloromethane (20 mL), cooled to 0-5° C., and 1.29 g of 3,4,5-trimethoxyaniline (0.63 mmol) was added followed by 0.68 mL of pyridine (8.4 mmol). After 15 min, the reaction was allowed to warm to ambient temperature. After 2 h, the reaction was rinsed with 1N HCl, fol...